Dataset: the Open Reaction Database (ORD), a public repository of structured organic reaction records. Task: describe an organic reaction: reactants, conditions, products, and yield Reactants: C1C(CCCCCCCC)O1 (1-decene oxide), C(CN)N (ethylenediamine). Run in C(C)O (ethanol). The product is C(CNCC(CCCCCCCC)O)NCC(CCCCCCCC)O (N,N'-ethylenebis[2-hydroxydecylamine]). As a reaction SMILES: [CH2:1]1[O:11][CH:2]1[CH2:3][CH2:4][CH2:5][CH2:6][CH2:7][CH2:8][CH2:9][CH3:10].[CH2:12]([NH2:15])[CH2:13][NH2:14]>C(O)C>[CH2:12]([NH:15][CH2:1][CH:2]([OH:11])[CH2:3][CH2:4][CH2:5][CH2:6][CH2:7][CH2:8][CH2:9][CH3:10])[CH2:13][NH:14][CH2:1][CH:2]([OH:11])[CH2:3][CH2:4][CH2:5][CH2:6][CH2:7][CH2:8][CH2:9][CH3:10]. Reported procedure: In a manner similar to that of Example 1, condensation of 1-decene oxide (100 g.) and ethylenediamine (19.2 g.) and recrystallization of a portion (20 g.) of the resulting solid (45 g.) from ethanol gave N,N'-ethylenebis[2-hydroxydecylamine] (I: R = CH3 (CH2)7, R' = H, X = (CH2)2, Z = H) (13.6 g., m.p. 140.0°-145.8° C.). Starting materials: C(C1=CC=CC=C1)N1C(=NC2=CC(=CC=C2C1=O)Cl)C(C(C)C)N1C(=NC(=C1)CCN1C(C2=CC=CC=C2C1=O)=O)C1=CC=C(C=C1)C (2-(2-{1-[1-(3-benzyl-7-chloro-4-oxo-3,4-dihydro-quinazolin-2-yl)-2-methyl-propyl]-2-p-tolyl-1H-imidazol-4-yl}-ethyl)-isoindole-1,3-dione), NN (hydrazine). The solvent is CCO (EtOH). Conditions: temperature 5 celsius. Product: NCCC=1N=C(N(C1)C(C(C)C)C1=NC2=CC(=CC=C2C(N1CC1=CC=CC=C1)=O)Cl)C1=CC=C(C=C1)C (2-{1-[4-(2-Amino-ethyl)-2-p-tolyl-imidazol-1-yl]-2-methyl-propyl}-3-benzyl-7-chloro-3H-quinazolin-4-one). The yield is 44.1%. Reaction SMILES: [CH2:1]([N:8]1[C:17](=[O:18])[C:16]2[C:11](=[CH:12][C:13]([Cl:19])=[CH:14][CH:15]=2)[N:10]=[C:9]1[CH:20]([N:24]1[CH:28]=[C:27]([CH2:29][CH2:30][N:31]2C(=O)C3C(=CC=CC=3)C2=O)[N:26]=[C:25]1[C:42]1[CH:47]=[CH:46][C:45]([CH3:48])=[CH:44][CH:43]=1)[CH:21]([CH3:23])[CH3:22])[C:2]1[CH:7]=[CH:6][CH:5]=[CH:4][CH:3]=1.NN>CCO>[NH2:31][CH2:30][CH2:29][C:27]1[N:26]=[C:25]([C:42]2[CH:47]=[CH:46][C:45]([CH3:48])=[CH:44][CH:43]=2)[N:24]([CH:20]([C:9]2[N:8]([CH2:1][C:2]3[CH:7]=[CH:6][CH:5]=[CH:4][CH:3]=3)[C:17](=[O:18])[C:16]3[C:11](=[CH:12][C:13]([Cl:19])=[CH:14][CH:15]=3)[N:10]=2)[CH:21]([CH3:23])[CH3:22])[CH:28]=1. Procedure: A solution of 2-(2-{1-[1-(3-benzyl-7-chloro-4-oxo-3,4-dihydro-quinazolin-2-yl)-2-methyl-propyl]-2-p-tolyl-1H-imidazol-4-yl}-ethyl)-isoindole-1,3-dione (278 mg, 0.423 mmol) and anhydrous hydrazine (98 mg, 3.06 mmol) in EtOH (12 mL) was refluxed for 3.0 h. The reaction was cooled to 5° C. and a white precipitate was filtered off. The filtrate was concentrated in vacuo and purified by flash chromatography (silica gel, 90:9:1 methylene chloride:methanol:ammonium hydroxide as eluent) to provide the t... Starting materials: C(C)(C)(C)OC(=O)N1CCC(CC1)NC1=CC=C(C=C1)OC(F)(F)F (1-(tert-Butoxycarbonyl)-4-[[4-(trifluoromethoxy)phenyl]amino]piperidine), ClCC=1C=C(C=NC1)C1=CC(=C(C(=C1)OC)OC)OC (5-chloromethyl-3-(3,4,5-trimethoxyphenyl)pyridine). As a reaction SMILES: [C:1]([O:5][C:6]([N:8]1[CH2:13][CH2:12][CH:11]([NH:14][C:15]2[CH:20]=[CH:19][C:18]([O:21][C:22]([F:25])([F:24])[F:23])=[CH:17][CH:16]=2)[CH2:10][CH2:9]1)=[O:7])([CH3:4])([CH3:3])[CH3:2].Cl[CH2:27][C:28]1[CH:29]=[C:30]([C:34]2[CH:39]=[C:38]([O:40][CH3:41])[C:37]([O:42][CH3:43])=[C:36]([O:44][CH3:45])[CH:35]=2)[CH:31]=[N:32][CH:33]=1>>[C:1]([O:5][C:6]([N:8]1[CH2:13][CH2:12][CH:11]([N:14]([C:15]2[CH:16]=[CH:17][C:18]([O:21][C:22]([F:25])([F:23])[F:24])=[CH:19][CH:20]=2)[CH2:27][C:28]2[CH:29]=[C:30]([C:34]3[CH:39]=[C:38]([O:40][CH3:41])[C:37]([O:42][CH3:43])=[C:36]([O:44][CH3:45])[CH:35]=3)[CH:31]=[N:32][CH:33]=2)[CH2:10][CH2:9]1)=[O:7])([CH3:4])([CH3:2])[CH3:3]. Product: C(C)(C)(C)OC(=O)N1CCC(CC1)N(CC=1C=C(C=NC1)C1=CC(=C(C(=C1)OC)OC)OC)C1=CC=C(C=C1)OC(F)(F)F (1-(tert-butoxycarbonyl)-4-[N-[4-(trifluoromethoxy)phenyl]-N-[[3-(3,4,5-trimethoxyphenyl)pyridin-5-yl]methyl]amino]piperidine). Procedure: 1-(tert-Butoxycarbonyl)-4-[[4-(trifluoromethoxy)phenyl]amino]piperidine (721 mg) and 5-chloromethyl-3-(3,4,5-trimethoxyphenyl)pyridine (588 mg) was treated in the same manner as described in Example 9 to give light yellow amorphous of the title compound.